This data is from the Open Reaction Database (ORD), a public repository of structured organic reaction records. The task is: describe an organic reaction: reactants, conditions, products, and yield Yield: 11.9%. Run in CC(C)(C)OC.CC(=O)C.O (MTBE acetone water). Reported procedure: Following the general nucleophilic carbamoylation procedure, tranexamic acid (472 mg, 3.0 mmol) and 1-[(2,5-dioxopyrrolidinyl)oxycarbonyloxyl]-2-methylpropyl 3-methylbutanoate (558 mg, 1.77 mmol) were reacted in the MTBE/acetone/water mixture (16 mL) to yield the title compound 46 (75 mg, 12% yield) as a white powder after work-up and mass-guided preparative HPLC purification. 1H NMR (400 MHz, DMSO-d6): δ=0.82-0.94 (br. m, 14H), 1.17-1.37 (m, 3H), 1.65-1.73 (br. m, 2H), 1.83-2.01 (br. m, 4H), 2.... RXN SMILES: [CH2:1]1[CH2:6][C@H:5]([C:7]([OH:9])=[O:8])[CH2:4][CH2:3][C@H:2]1[CH2:10][NH2:11].[CH3:12][CH:13]([CH3:33])[CH2:14][C:15]([O:17][CH:18]([O:22][C:23](ON1C(=O)CCC1=O)=[O:24])[CH:19]([CH3:21])[CH3:20])=[O:16]>CC(OC)(C)C.CC(C)=O.O>[CH3:12][CH:13]([CH3:33])[CH2:14][C:15]([O:17][CH:18]([O:22][C:23]([NH:11][CH2:10][C@H:2]1[CH2:3][CH2:4][C@H:5]([C:7]([OH:9])=[O:8])[CH2:6][CH2:1]1)=[O:24])[CH:19]([CH3:20])[CH3:21])=[O:16] |f:2.3.4|. Reactants: C1[C@@H](CC[C@H](C1)C(=O)O)CN (tranexamic acid), CC(CC(=O)OC(C(C)C)OC(=O)ON1C(CCC1=O)=O)C (1-[(2,5-dioxopyrrolidinyl)oxycarbonyloxyl]-2-methylpropyl 3-methylbutanoate). Yields the product CC(CC(=O)OC(C(C)C)OC(=O)NC[C@@H]1CC[C@H](CC1)C(=O)O)C (trans-4-{[1-(3-Methylbutanoyloxy)-2-methylpropoxycarbonyl]aminomethyl}-Cyclohexanecarboxylic Acid). The reactants are NCC(=O)N(C1=C(C=CC=C1)C(=O)N1CCCC2=CC=CC=C12)CC(=O)OC(C)(C)C (tert-butyl 2-{2-amino-N-[2-(1,2,3,4-tetrahydro-1-quinolyl)carbonylphenyl]acetamido}acetate), CC=1C=C(C=CC1)N=C=O (3-methylphenyl isocyanate). Solvent: C(C)(=O)OCC (ethyl acetate). Product: CC=1C=C(C=CC1)NC(NCC(=O)N(C1=C(C=CC=C1)C(=O)N1CCCC2=CC=CC=C12)CC(=O)OC(C)(C)C)=O (tert-butyl 2-{2-[3-(3-methylphenyl)ureido]-N-[2-(1,2,3,4-tetrahydro-1-quinolyl)carbonylphenyl]acetamido}acetate). Yield: 45.6%. RXN SMILES: [NH2:1][CH2:2][C:3]([N:5]([CH2:24][C:25]([O:27][C:28]([CH3:31])([CH3:30])[CH3:29])=[O:26])[C:6]1[CH:11]=[CH:10][CH:9]=[CH:8][C:7]=1[C:12]([N:14]1[C:23]2[C:18](=[CH:19][CH:20]=[CH:21][CH:22]=2)[CH2:17][CH2:16][CH2:15]1)=[O:13])=[O:4].[CH3:32][C:33]1[CH:34]=[C:35]([N:39]=[C:40]=[O:41])[CH:36]=[CH:37][CH:38]=1>C(OCC)(=O)C>[CH3:32][C:33]1[CH:34]=[C:35]([NH:39][C:40](=[O:41])[NH:1][CH2:2][C:3]([N:5]([CH2:24][C:25]([O:27][C:28]([CH3:31])([CH3:30])[CH3:29])=[O:26])[C:6]2[CH:11]=[CH:10][CH:9]=[CH:8][C:7]=2[C:12]([N:14]2[C:23]3[C:18](=[CH:19][CH:20]=[CH:21][CH:22]=3)[CH2:17][CH2:16][CH2:15]2)=[O:13])=[O:4])[CH:36]=[CH:37][CH:38]=1. Procedure: Using a procedure similar to that described in Example 27, but starting with tert-butyl 2-{2-amino-N-[2-(1,2,3,4-tetrahydro-1-quinolyl)carbonylphenyl]acetamido}acetate (2 g) and 3-methylphenyl isocyanate (0.63 g), and after recrysallisation in ethyl acetate, tert-butyl 2-{2-[3-(3-methylphenyl)ureido]-N-[2-(1,2,3,4-tetrahydro-1-quinolyl)carbonylphenyl]acetamido}acetate (1.2 g), m.p. 160° C., is obtained. The reactants are C(C)(=O)C1=C(C(=C(OCC2=CC=CN3C2=NC=C(C3=O)CC(=O)O)C=C1)CCC)O ([9-(4-acetyl-3-hydroxy-2-n-propylphenoxymethyl)-4-oxo-pyrido[1,2-a]pyrimidin-3-yl]acetic acid), C(C)(=O)C1=C(C(=C(OCC2=CC=CN3C2=NC=C(C3=O)CCC3=NN=NN3)C=C1)CCC)O (9-[(4-acetyl-3-hydroxy-2-n-propylphenoxy)methyl]-3-[2-(1H-tetrazol-5-yl)ethyl]-4H-pyrido[1,2-a]pyrimidin-4-one). The product is CCCC1=C(C=CC(=C1O)C(=O)C)OCC2=CC=CN3C2=NC=C(C3=O)C4=NNN=N4 (AS-35). Reaction SMILES: [C:1]([C:4]1[CH:26]=[CH:25][C:7]([O:8][CH2:9][C:10]2[C:15]3=[N:16][CH:17]=[C:18]([CH2:21]C(O)=O)[C:19](=[O:20])[N:14]3[CH:13]=[CH:12][CH:11]=2)=[C:6]([CH2:27][CH2:28][CH3:29])[C:5]=1[OH:30])(=[O:3])[CH3:2].C(C1C=CC(OCC2C3=NC=C(CCC4[NH:57][N:56]=[N:55][N:54]=4)C(=O)N3C=CC=2)=C(CCC)C=1O)(=O)C>>[CH3:29][CH2:28][CH2:27][C:6]1[C:5]([OH:30])=[C:4]([C:1]([CH3:2])=[O:3])[CH:26]=[CH:25][C:7]=1[O:8][CH2:9][C:10]1[C:15]2=[N:16][CH:17]=[C:18]([C:21]3[N:57]=[N:56][NH:55][N:54]=3)[C:19](=[O:20])[N:14]2[CH:13]=[CH:12][CH:11]=1. Procedure: Furthermore, [9-(4-acetyl-3-hydroxy-2-n-propylphenoxymethyl)-4-oxo-pyrido[1,2-a]pyrimidin-3-yl]acetic acid (to be referred to as AS-148) and 9-[(4-acetyl-3-hydroxy-2-n-propylphenoxy)methyl]-3-[2-(1H-tetrazol-5-yl)ethyl]-4H-pyrido[1,2-a]pyrimidin-4-one (to be referred to as AS-163) could not be formed into an aqueous solution as AS-35 could not. The present inventors confirmed the above finding by their own experiments. Reactants: CC(=O)OC(C)=O, CC(=O)O, Fc1ccc(-c2nn3c(c2-c2ccncc2)NNCC3)cc1. Yields the product CC(=O)N1CCn2nc(-c3ccc(F)cc3)c(-c3ccncc3)c2N1. RXN SMILES: [CH3:23][C:24](=[O:25])[O:26][C:27](=[O:28])[CH3:29].[CH3:30][C:31](=[O:32])[OH:33].[F:1][c:2]1[cH:3][cH:4][c:5](-[c:8]2[n:9][n:10]3[c:11]([c:16]2-[c:17]2[cH:18][cH:19][n:20][cH:21][cH:22]2)[NH:12][NH:13][CH2:14][CH2:15]3)[cH:6][cH:7]1>>[F:1][c:2]1[cH:3][cH:4][c:5](-[c:8]2[n:9][n:10]3[c:11]([c:16]2-[c:17]2[cH:18][cH:19][n:20][cH:21][cH:22]2)[NH:12][N:13]([C:24]([CH3:23])=[O:25])[CH2:14][CH2:15]3)[cH:6][cH:7]1. Starting materials: COC=1C=C(C=CC1)C1C(CC(N1C1=CC=CC=C1)=O)COS(=O)(=O)C1=CC=C(C=C1)C (5-(3-methoxyphenyl)-1-phenyl-4-(p-toluenesulfonyloxymethyl)pyrrolidin-2-one), CNC (dimethylamine), CNC (dimethylamine). Solvent: CN(C=O)C (dimethylformamide). Reaction conditions: time 3 hour. Yields the product CN(C)CC1CC(N(C1C1=CC(=CC=C1)OC)C1=CC=CC=C1)=O (4-Dimethylaminomethyl-5-(3-methoxyphenyl)-1-phenylpyrrolidin-2-one). Reaction SMILES: [CH3:1][O:2][C:3]1[CH:4]=[C:5]([CH:9]2[N:13]([C:14]3[CH:19]=[CH:18][CH:17]=[CH:16][CH:15]=3)[C:12](=[O:20])[CH2:11][CH:10]2[CH2:21]OS(C2C=CC(C)=CC=2)(=O)=O)[CH:6]=[CH:7][CH:8]=1.[CH3:33][NH:34][CH3:35]>CN(C)C=O>[CH3:33][N:34]([CH2:21][CH:10]1[CH:9]([C:5]2[CH:6]=[CH:7][CH:8]=[C:3]([O:2][CH3:1])[CH:4]=2)[N:13]([C:14]2[CH:19]=[CH:18][CH:17]=[CH:16][CH:15]=2)[C:12](=[O:20])[CH2:11]1)[CH3:35]. Procedure details: To. 22.0 gm of 5-(3-methoxyphenyl)-1-phenyl-4-(p-toluenesulfonyloxymethyl)pyrrolidin-2-one in 150 ml. of dimethylformamide was added 21 ml. of 40% aqueous dimethylamine, the solution refluxed for 3 hours and then 21 ml. more of 40% aqueous dimethylamine added and reflux continued for an additional 3 hours. After cooling the reaction was decanted into ice water and acidified. Extraction with ether following by basification of the aqueous phase with potassium carbonate yielded a semi-solid which w... Starting materials: CCOC(=O)C1=Cc2cc(Cl)c(CBr)cc2OC1C(F)(F)F, Cc1ccc([Mg]Br)nc1, C1CCOC1, Cl[Pd]Cl, c1ccc(P(c2ccccc2)c2ccccc2)cc1, c1ccc(P(c2ccccc2)c2ccccc2)cc1. Product: CCOC(=O)C1=Cc2cc(Cl)c(Cc3ccc(C)cn3)cc2OC1C(F)(F)F. As a reaction SMILES: [Br:10][CH2:11][c:12]1[c:13]([Cl:31])[cH:14][c:15]2[c:20]([cH:21]1)[O:19][CH:18]([C:22]([F:23])([F:24])[F:25])[C:17]([C:26](=[O:27])[O:28][CH2:29][CH3:30])=[CH:16]2.[Br:1][Mg:2][c:3]1[n:4][cH:5][c:6]([CH3:9])[cH:7][cH:8]1.[CH2:73]1[O:74][CH2:75][CH2:76][CH2:77]1.[Pd:32]([Cl:33])[Cl:34].[c:35]1([P:36]([c:37]2[cH:38][cH:39][cH:40][cH:41][cH:42]2)[c:43]2[cH:44][cH:45][cH:46][cH:47][cH:48]2)[cH:49][cH:50][cH:51][cH:52][cH:53]1.[c:54]1([P:55]([c:56]2[cH:57][cH:58][cH:59][cH:60][cH:61]2)[c:62]2[cH:63][cH:64][cH:65][cH:66][cH:67]2)[cH:68][cH:69][cH:70][cH:71][cH:72]1>>[c:3]1([CH2:11][c:12]2[c:13]([Cl:31])[cH:14][c:15]3[c:20]([cH:21]2)[O:19][CH:18]([C:22]([F:23])([F:24])[F:25])[C:17]([C:26](=[O:27])[O:28][CH2:29][CH3:30])=[CH:16]3)[n:4][cH:5][c:6]([CH3:9])[cH:7][cH:8]1.